Dataset: the Open Reaction Database (ORD), a public repository of structured organic reaction records. Task: describe an organic reaction: reactants, conditions, products, and yield Reactants: C1(=CC=C(C=C1)NS(=O)(=O)C1=NC=CC=C1C)C (3-methyl-pyridine-2-sulfonic acid p-tolylamide), BrCC(=O)OC (methyl bromoacetate). The product is CC=1C(=NC=CC1)S(=O)(=O)N(C1=CC=C(C=C1)C)CC(=O)O ([(3-Methyl-pyridine-2-sulfonyl)-p-tolyl-amino]-acetic acid). RXN SMILES: [C:1]1([CH3:18])[CH:6]=[CH:5][C:4]([NH:7][S:8]([C:11]2[C:16]([CH3:17])=[CH:15][CH:14]=[CH:13][N:12]=2)(=[O:10])=[O:9])=[CH:3][CH:2]=1.Br[CH2:20][C:21]([O:23]C)=[O:22]>>[CH3:17][C:16]1[C:11]([S:8]([N:7]([CH2:20][C:21]([OH:23])=[O:22])[C:4]2[CH:3]=[CH:2][C:1]([CH3:18])=[CH:6][CH:5]=2)(=[O:10])=[O:9])=[N:12][CH:13]=[CH:14][CH:15]=1. Reported procedure: prepared by reaction of 3-methyl-pyridine-2-sulfonic acid p-tolylamide with methyl bromoacetate Reaction SMILES: [F:1][C:2]1[CH:7]=[CH:6][C:5]([C:8]2[C:12]([C:13]3[CH:14]=[C:15]4[C:20](=[CH:21][CH:22]=3)[N:19]=[CH:18][CH:17]=[C:16]4[C:23]3[S:24][C:25]([S:28]([CH3:31])(=[O:30])=[O:29])=[CH:26][CH:27]=3)=[CH:11][N:10](C(C3C=CC=CC=3)(C3C=CC=CC=3)C3C=CC=CC=3)[N:9]=2)=[CH:4][CH:3]=1.FC(F)(F)C(O)=O>>[F:1][C:2]1[CH:7]=[CH:6][C:5]([C:8]2[C:12]([C:13]3[CH:14]=[C:15]4[C:20](=[CH:21][CH:22]=3)[N:19]=[CH:18][CH:17]=[C:16]4[C:23]3[S:24][C:25]([S:28]([CH3:31])(=[O:30])=[O:29])=[CH:26][CH:27]=3)=[CH:11][NH:10][N:9]=2)=[CH:4][CH:3]=1. Reported procedure: 39 mg 6-[3-(4-fluorophenyl)-1-trityl-1H-4-pyrazolyl]-4-(5-methylsulfonyl 2-thienyl)quinoline obtained in Example 167 and 0.5 mL trifluoroacetic acid were reacted in the same manner as in Example 165, to give 14 mg of the title compound as pale yellow crystals. Yields the product FC1=CC=C(C=C1)C1=NNC=C1C=1C=C2C(=CC=NC2=CC1)C=1SC(=CC1)S(=O)(=O)C (6-[3-(4-Fluorophenyl)-1H-4-pyrazolyl]-4-(5-methylsulfonyl-2-thienyl)quinoline). The yield is 55.2%. Reactants: FC1=CC=C(C=C1)C1=NN(C=C1C=1C=C2C(=CC=NC2=CC1)C=1SC(=CC1)S(=O)(=O)C)C(C1=CC=CC=C1)(C1=CC=CC=C1)C1=CC=CC=C1 (6-[3-(4-fluorophenyl)-1-trityl-1H-4-pyrazolyl]-4-(5-methylsulfonyl 2-thienyl)quinoline), FC(C(=O)O)(F)F (trifluoroacetic acid).